From a dataset of the Open Reaction Database (ORD), a public repository of structured organic reaction records. describe an organic reaction: reactants, conditions, products, and yield The reactants are [I-].ClC1=[N+](C=CC=C1)C (2-chloro-1-methylpyridinium iodide), FCCN1CCN(CC1)CC1=C(C=C(C(=O)O)C=C1)C(F)(F)F (4-[4-(2-fluoroethyl)piperazin-1-ylmethyl]-3-trifluoromethylbenzoic acid), CC1=C(C=C(N)C=C1)NC1=NC=CC(=N1)C=1C=NC=NC1 (4-methyl-3-[4-(5-pyrimidinyl)pyrimidin-2-ylamino]aniline), C(C)(C)N(CC)C(C)C (N,N-diisopropyl-N-ethylamine). The solvent is CN(C=O)C (N,N-dimethylformamide), O (water). Reaction conditions: time 10 minute. The product is FCCN1CCN(CC1)CC1=C(C=C(C(=O)NC2=CC(=C(C=C2)C)NC2=NC=CC(=N2)C=2C=NC=NC2)C=C1)C(F)(F)F (4-[4-(2-fluoroethyl)piperazin-1-ylmethyl]-3-trifluoromethyl-N-{4-methyl-3-[4-(5-pyrimidinyl)pyrimidin-2-ylamino]phenyl}benzamide). The yield is 55.2%. Reaction SMILES: [F:1][CH2:2][CH2:3][N:4]1[CH2:9][CH2:8][N:7]([CH2:10][C:11]2[CH:19]=[CH:18][C:14]([C:15](O)=[O:16])=[CH:13][C:12]=2[C:20]([F:23])([F:22])[F:21])[CH2:6][CH2:5]1.[I-].ClC1C=CC=C[N+]=1C.[CH3:33][C:34]1[CH:40]=[CH:39][C:37]([NH2:38])=[CH:36][C:35]=1[NH:41][C:42]1[N:47]=[C:46]([C:48]2[CH:49]=[N:50][CH:51]=[N:52][CH:53]=2)[CH:45]=[CH:44][N:43]=1.C(N(C(C)C)CC)(C)C>CN(C)C=O.O>[F:1][CH2:2][CH2:3][N:4]1[CH2:9][CH2:8][N:7]([CH2:10][C:11]2[CH:19]=[CH:18][C:14]([C:15]([NH:38][C:37]3[CH:39]=[CH:40][C:34]([CH3:33])=[C:35]([NH:41][C:42]4[N:47]=[C:46]([C:48]5[CH:53]=[N:52][CH:51]=[N:50][CH:49]=5)[CH:45]=[CH:44][N:43]=4)[CH:36]=3)=[O:16])=[CH:13][C:12]=2[C:20]([F:23])([F:21])[F:22])[CH2:6][CH2:5]1 |f:1.2|. Procedure: Under an argon atmosphere, 1.71 g of 4-[4-(2-fluoroethyl)piperazin-1-ylmethyl]-3-trifluoromethylbenzoic acid (Reference Example 14) was dissolved in 14 ml of anhydrous N,N-dimethylformamide and 1.56 g of 2-chloro-1-methylpyridinium iodide was added, followed by stirring at room temperature for 10 minutes. 1.50 g of 4-methyl-3-[4-(5-pyrimidinyl)pyrimidin-2-ylamino]aniline (Reference Example 18) and 1.13 ml of N,N-diisopropyl-N-ethylamine were added in turn, followed by stirring at room temperatur... The reactants are CC(C)O, CN(C)C(=O)c1ccccc1Nc1nc(Cl)ncc1Cl, O=C(O)C(F)(F)F, Nc1cccc(CCN2CCOCC2)c1. The product is CN(C)C(=O)c1ccccc1Nc1nc(Nc2cccc(CCN3CCOCC3)c2)ncc1Cl. RXN SMILES: [CH:43]([OH:44])([CH3:45])[CH3:46].[Cl:1][c:2]1[n:3][cH:4][c:5]([Cl:20])[c:6]([NH:8][c:9]2[c:10]([C:11](=[O:12])[N:13]([CH3:14])[CH3:15])[cH:16][cH:17][cH:18][cH:19]2)[n:7]1.[F:36][C:37]([F:38])([F:39])[C:40]([OH:41])=[O:42].[O:21]1[CH2:22][CH2:23][N:24]([CH2:27][CH2:28][c:29]2[cH:30][c:31]([NH2:32])[cH:33][cH:34][cH:35]2)[CH2:25][CH2:26]1>>[c:2]1([NH:32][c:31]2[cH:30][c:29]([CH2:28][CH2:27][N:24]3[CH2:23][CH2:22][O:21][CH2:26][CH2:25]3)[cH:35][cH:34][cH:33]2)[n:3][cH:4][c:5]([Cl:20])[c:6]([NH:8][c:9]2[c:10]([C:11](=[O:12])[N:13]([CH3:14])[CH3:15])[cH:16][cH:17][cH:18][cH:19]2)[n:7]1. The reactants are CCOC(C)=O, CCO, CCCN(CC1CC1)c1ccc(C(F)(F)F)cc1CN(Cc1cc(C(F)(F)F)cc(C(F)(F)F)c1)c1ncc(OCCCC(=O)OCC)cn1, [Na+], [OH-]. Product: CCCN(CC1CC1)c1ccc(C(F)(F)F)cc1CN(Cc1cc(C(F)(F)F)cc(C(F)(F)F)c1)c1ncc(OCCCC(=O)O)cn1. As a reaction SMILES: [CH3:53][CH2:54][O:55][C:56](=[O:57])[CH3:58].[CH3:59][CH2:60][OH:61].[F:1][C:2]([c:3]1[cH:4][c:5]([CH2:6][N:7]([c:8]2[n:9][cH:10][c:11]([O:14][CH2:15][CH2:16][CH2:17][C:18](=[O:19])[O:20][CH2:21][CH3:22])[cH:12][n:13]2)[CH2:23][c:24]2[c:25]([N:34]([CH2:35][CH2:36][CH3:37])[CH2:38][CH:39]3[CH2:40][CH2:41]3)[cH:26][cH:27][c:28]([C:30]([F:31])([F:32])[F:33])[cH:29]2)[cH:42][c:43]([C:45]([F:46])([F:47])[F:48])[cH:44]1)([F:49])[F:50].[Na+:52].[OH-:51]>>[F:1][C:2]([c:3]1[cH:4][c:5]([CH2:6][N:7]([c:8]2[n:9][cH:10][c:11]([O:14][CH2:15][CH2:16][CH2:17][C:18](=[O:19])[OH:20])[cH:12][n:13]2)[CH2:23][c:24]2[c:25]([N:34]([CH2:35][CH2:36][CH3:37])[CH2:38][CH:39]3[CH2:40][CH2:41]3)[cH:26][cH:27][c:28]([C:30]([F:31])([F:32])[F:33])[cH:29]2)[cH:42][c:43]([C:45]([F:46])([F:47])[F:48])[cH:44]1)([F:49])[F:50]. The reactants are CC(=O)c1ccc2ccn(C)c2c1, [K+], NN, [OH-], O, O, OCCOCCO. Yields the product CCc1ccc2ccn(C)c2c1. Reaction SMILES: [CH3:1][n:2]1[cH:3][cH:4][c:5]2[cH:6][cH:7][c:8]([C:11]([CH3:12])=[O:13])[cH:9][c:10]12.[K+:18].[NH2:15][NH2:16].[OH-:17].[OH2:14].[OH2:19].[OH:20][CH2:21][CH2:22][O:23][CH2:24][CH2:25][OH:26]>>[CH3:1][n:2]1[cH:3][cH:4][c:5]2[cH:6][cH:7][c:8]([CH2:11][CH3:12])[cH:9][c:10]12. Starting materials: N#Cc1cnc(Cl)cn1, CC(c1ccc(B2OC(C)(C)C(C)(C)O2)cc1)N1CCC(CC(C)(C)O)(c2ccc(F)cc2)OC1=O. Product: CC(c1ccc(-c2cnc(C#N)cn2)cc1)N1CCC(CC(C)(C)O)(c2ccc(F)cc2)OC1=O. RXN SMILES: [Cl:37][c:38]1[n:39][cH:40][c:41]([C:44]#[N:45])[n:42][cH:43]1.[F:1][c:2]1[cH:3][cH:4][c:5]([C:8]2([CH2:32][C:33]([CH3:34])([CH3:35])[OH:36])[CH2:9][CH2:10][N:11]([CH:15]([CH3:16])[c:17]3[cH:18][cH:19][c:20]([B:23]4[O:24][C:25]([CH3:26])([CH3:27])[C:28]([CH3:29])([CH3:30])[O:31]4)[cH:21][cH:22]3)[C:12](=[O:14])[O:13]2)[cH:6][cH:7]1>>[F:1][c:2]1[cH:3][cH:4][c:5]([C:8]2([CH2:32][C:33]([CH3:34])([CH3:35])[OH:36])[CH2:9][CH2:10][N:11]([CH:15]([CH3:16])[c:17]3[cH:18][cH:19][c:20](-[c:38]4[n:39][cH:40][c:41]([C:44]#[N:45])[n:42][cH:43]4)[cH:21][cH:22]3)[C:12](=[O:14])[O:13]2)[cH:6][cH:7]1.